This data is from the Open Reaction Database (ORD), a public repository of structured organic reaction records. The task is: describe an organic reaction: reactants, conditions, products, and yield Starting materials: CC(=O)Nc1nc(N(C(C)=O)C(C)=O)c(CCC=O)c(=O)[nH]1, [BH3-]C#N, CC(=O)O, CO, CCOC(=O)c1ccc(N)cc1, [Na+]. Product: CCOC(=O)c1ccc(NCCCc2c(N(C(C)=O)C(C)=O)nc(NC(C)=O)[nH]c2=O)cc1. As a reaction SMILES: [C:1]([CH3:2])(=[O:3])[NH:4][c:5]1[nH:6][c:7](=[O:22])[c:8]([CH2:18][CH2:19][CH:20]=[O:21])[c:9]([N:11]([C:12]([CH3:13])=[O:14])[C:15]([CH3:16])=[O:17])[n:10]1.[C:39]([BH3-:40])#[N:41].[CH3:35][C:36](=[O:37])[OH:38].[CH3:43][OH:44].[NH2:23][c:24]1[cH:25][cH:26][c:27]([C:28](=[O:29])[O:30][CH2:31][CH3:32])[cH:33][cH:34]1.[Na+:42]>>[C:1]([CH3:2])(=[O:3])[NH:4][c:5]1[nH:6][c:7](=[O:22])[c:8]([CH2:18][CH2:19][CH2:20][NH:23][c:24]2[cH:25][cH:26][c:27]([C:28](=[O:29])[O:30][CH2:31][CH3:32])[cH:33][cH:34]2)[c:9]([N:11]([C:12]([CH3:13])=[O:14])[C:15]([CH3:16])=[O:17])[n:10]1. The reactants are N(=[N+]=[N-])CC1OC2=C(C=3N1C=1C=CC=C(C1C3)F)N=C(C=C2)Cl (6-(azidomethyl)-2-chloro-11-fluoro-6H-pyrido[2′,3′:5,6][1,3]oxazino[3,4-a]indole), FC1=CC=C(C=C1)C=1OC2=C(C1C(=O)NC)C=C(C(=C2)N(S(=O)(=O)C)C)B2OC(C(O2)(C)C)(C)C (2-(4-fluorophenyl)-N-methyl-6-(N-methylmethylsulfonamido)-5-(4,4,5,5-tetramethyl-1,3,2-dioxaborolan-2-yl)benzofuran-3-carboxamide), K3PO4.3H2O, CC(C)C1=CC(=C(C(=C1)C(C)C)C2=C(C=CC=C2)P(C3CCCCC3)C4CCCCC4)C(C)C (X-Phos), CCOC(=O)C (EtOAc). The reagents and catalysts are C=1C=CC(=CC1)/C=C/C(=O)/C=C/C2=CC=CC=C2.C=1C=CC(=CC1)/C=C/C(=O)/C=C/C2=CC=CC=C2.C=1C=CC(=CC1)/C=C/C(=O)/C=C/C2=CC=CC=C2.[Pd].[Pd] (Pd2(dba)3). Run in O1CCOCC1.O (Dioxane water). Reaction conditions: temperature 90 celsius, time 2 hour. Product: N(=[N+]=[N-])CC1OC2=C(C=3N1C=1C=CC=C(C1C3)F)N=C(C=C2)C=2C(=CC3=C(C(=C(O3)C3=CC=C(C=C3)F)C(=O)NC)C2)N(S(=O)(=O)C)C (5-(6-(azidomethyl)-11-fluoro-6H-pyrido[2′,3′:5,6][1,3]oxazino[3,4-a]indol-2-yl)-2-(4-fluorophenyl)-N-methyl-6-(N-methylmethylsulfonamido)benzofuran-3-carboxamide). As a reaction SMILES: [N:1]([CH2:4][CH:5]1[N:10]2[C:11]3[CH:12]=[CH:13][CH:14]=[C:15]([F:18])[C:16]=3[CH:17]=[C:9]2[C:8]2[N:19]=[C:20](Cl)[CH:21]=[CH:22][C:7]=2[O:6]1)=[N+:2]=[N-:3].[F:24][C:25]1[CH:30]=[CH:29][C:28]([C:31]2[O:32][C:33]3[CH:43]=[C:42]([N:44]([CH3:49])[S:45]([CH3:48])(=[O:47])=[O:46])[C:41](B4OC(C)(C)C(C)(C)O4)=[CH:40][C:34]=3[C:35]=2[C:36]([NH:38][CH3:39])=[O:37])=[CH:27][CH:26]=1.CC(C1C=C(C(C)C)C(C2C=CC=CC=2P(C2CCCCC2)C2CCCCC2)=C(C(C)C)C=1)C.CCOC(C)=O>O1CCOCC1.O.C1C=CC(/C=C/C(/C=C/C2C=CC=CC=2)=O)=CC=1.C1C=CC(/C=C/C(/C=C/C2C=CC=CC=2)=O)=CC=1.C1C=CC(/C=C/C(/C=C/C2C=CC=CC=2)=O)=CC=1.[Pd].[Pd]>[N:1]([CH2:4][CH:5]1[N:10]2[C:11]3[CH:12]=[CH:13][CH:14]=[C:15]([F:18])[C:16]=3[CH:17]=[C:9]2[C:8]2[N:19]=[C:20]([C:41]3[C:42]([N:44]([CH3:49])[S:45]([CH3:48])(=[O:47])=[O:46])=[CH:43][C:33]4[O:32][C:31]([C:28]5[CH:29]=[CH:30][C:25]([F:24])=[CH:26][CH:27]=5)=[C:35]([C:36]([NH:38][CH3:39])=[O:37])[C:34]=4[CH:40]=3)[CH:21]=[CH:22][C:7]=2[O:6]1)=[N+:2]=[N-:3] |f:4.5,6.7.8.9.10|. Procedure details: To a mixture of 6-(azidomethyl)-2-chloro-11-fluoro-6H-pyrido[2′,3′:5,6][1,3]oxazino[3,4-a]indole (1.4 g, 4.25 mmol), 2-(4-fluorophenyl)-N-methyl-6-(N-methylmethylsulfonamido)-5-(4,4,5,5-tetramethyl-1,3,2-dioxaborolan-2-yl)benzofuran-3-carboxamide (1.8 g, 3.73 mmol) and K3PO4.3H2O (3.4 g, 12.75 mmol) in Dioxane/water (10 mL/1 mL), Pd2(dba)3 (195 mg, 0.21 mmol) and X-Phos (200 mg, 0.42 mmol) were added. The reaction mixture was stirred at 90° C. for 2 hours under N2 protection. Then cooled to room... The reactants are O1C(=NN=C1)C1=CC=C(C=C1)N1N=C(C=C1C(=O)OCC)C(C)(C)C (ethyl 1-(4-(1,3,4-oxadiazol-2-yl)phenyl)-3-tert-butyl-1H-pyrazole-5-carboxylate), Cl (HCl), C1CCOC1 (THF), [OH-].[Li+] (lithium hydroxide). Solvent: O (Water), CO (methanol), O (water). Reaction conditions: temperature 0 celsius, time 3 hour. The product is O1C(=NN=C1)C1=CC=C(C=C1)N1N=C(C=C1C(=O)O)C(C)(C)C (1-(4-(1,3,4-oxadiazol-2-yl)phenyl)-3-tert-butyl-1H-pyrazole-5-carboxylic acid). The yield is 88.1%. RXN SMILES: [O:1]1[CH:5]=[N:4][N:3]=[C:2]1[C:6]1[CH:11]=[CH:10][C:9]([N:12]2[C:16]([C:17]([O:19]CC)=[O:18])=[CH:15][C:14]([C:22]([CH3:25])([CH3:24])[CH3:23])=[N:13]2)=[CH:8][CH:7]=1.C1COCC1.[OH-].[Li+].Cl>O.CO>[O:1]1[CH:5]=[N:4][N:3]=[C:2]1[C:6]1[CH:11]=[CH:10][C:9]([N:12]2[C:16]([C:17]([OH:19])=[O:18])=[CH:15][C:14]([C:22]([CH3:25])([CH3:24])[CH3:23])=[N:13]2)=[CH:8][CH:7]=1 |f:2.3|. Reported procedure: A solution of ethyl 1-(4-(1,3,4-oxadiazol-2-yl)phenyl)-3-tert-butyl-1H-pyrazole-5-carboxylate (440 mg, 1.29 mmol) in a mixture comprised of THF (3 mL), methanol (1 mL) and water (1 mL) was cooled to 0° C. and treated with lithium hydroxide (62 mg, 2.59 mmol). The reaction mixture was stirred 3 h at 0° C. and was then allowed to warm to RT over 4 h. Water (15 mL) was added and the mixture was extracted with ether (2×10 mL). The aqueous portion was acidified by addition of 1 M aq HCl (2.5 mL, 2.5 ... Starting materials: C(Cl)(Cl)(Cl)Cl (carbon tetrachloride), OC1CC2CN(C1C2)CCCC(C)(S(=O)(=O)C2=CC=CC=C2)C (6-Hydroxy-2-[4-methyl-4-(phenylsulfonyl)pentyl]-2-azabicyclo[2.2.1]heptane), C(CCC)P(CCCC)CCCC (Tri-n-butylphosphine), [C-]#N.[K+] (potassium cyanide), C1COCCOCCOCCOCCOCCO1 (18-crown-6). Solvent: ice water, C(C)#N (acetonitrile). Run at time 12 hour. Yields the product C(#N)C1CC2CN(C1C2)CCCC(C)(S(=O)(=O)C2=CC=CC=C2)C (6-Cyano-2-[4-methyl-4-(phenylsulfonyl)pentyl]-2-azabicyclo[2.2.1]heptane). Yield: 58.3%. RXN SMILES: O[CH:2]1[CH:7]2[CH2:8][CH:4]([CH2:5][N:6]2[CH2:9][CH2:10][CH2:11][C:12]([CH3:23])([S:14]([C:17]2[CH:22]=[CH:21][CH:20]=[CH:19][CH:18]=2)(=[O:16])=[O:15])[CH3:13])[CH2:3]1.[C-:24]#[N:25].[K+].C1OCCOCCOCCOCCOCCOC1.C(P(CCCC)CCCC)CCC.C(Cl)(Cl)(Cl)Cl>C(#N)C>[C:24]([CH:2]1[CH:7]2[CH2:8][CH:4]([CH2:5][N:6]2[CH2:9][CH2:10][CH2:11][C:12]([CH3:23])([S:14]([C:17]2[CH:22]=[CH:21][CH:20]=[CH:19][CH:18]=2)(=[O:16])=[O:15])[CH3:13])[CH2:3]1)#[N:25] |f:1.2|. Procedure: 6-Hydroxy-2-[4-methyl-4-(phenylsulfonyl)pentyl]-2-azabicyclo[2.2.1]heptane (1 g, 2.97 mmol), potassium cyanide (386 mg, 6 mmol) and 18-crown-6 (78 mg, cat.) were suspended in acetonitrile and the mixture was cooled in ice-water. Tri-n-butylphosphine (1.2 ml, 5 mmol) was added followed by dropwise addition of carbon tetrachloride (0.57 ml, 6 mmol). The mixture was allowed to stir at room temperature for 12 h. The combined organic extracts were washed with brine, dried (MgSO4) and evaporated in va... Starting materials: ClC1=CC=C(CNC(=O)C2=CN(C3=C(C=C(C=C3C2=O)CN2CCOCC2)I)C)C=C1 (N-(4-chlorobenzyl)-8-iodo-1-methyl-6-(morpholin-4-ylmethyl)-4-oxo-1,4-dihydroquinoline-3-carboxamide), CC(CC#C)O (4-pentyn-2-ol), C(C)NCC (diethylamine). Reagents/catalysts: [Cu]I (copper (I) iodide), Cl[Pd]([P](C1=CC=CC=C1)(C2=CC=CC=C2)C3=CC=CC=C3)([P](C4=CC=CC=C4)(C5=CC=CC=C5)C6=CC=CC=C6)Cl (dichlorobis(triphenylphosphine)palladium). The solvent is CN(C=O)C (dimethylformamide). Reaction conditions: time 4 day. Product: ClC1=CC=C(CNC(=O)C2=CN(C3=C(C=C(C=C3C2=O)CN2CCOCC2)C#CCC(C)O)C)C=C1 (N-(4-chlorobenzyl)-8-(4-hydroxypent-1-ynyl)-1-methyl-6-(morpholin-4-ylmethyl)-4-oxo-1,4-dihydroquinoline-3-carboxamide). RXN SMILES: [Cl:1][C:2]1[CH:31]=[CH:30][C:5]([CH2:6][NH:7][C:8]([C:10]2[C:19](=[O:20])[C:18]3[C:13](=[C:14](I)[CH:15]=[C:16]([CH2:21][N:22]4[CH2:27][CH2:26][O:25][CH2:24][CH2:23]4)[CH:17]=3)[N:12]([CH3:29])[CH:11]=2)=[O:9])=[CH:4][CH:3]=1.C(NCC)C.[CH3:37][CH:38]([OH:42])[CH2:39][C:40]#[CH:41]>[Cu]I.Cl[Pd](Cl)([P](C1C=CC=CC=1)(C1C=CC=CC=1)C1C=CC=CC=1)[P](C1C=CC=CC=1)(C1C=CC=CC=1)C1C=CC=CC=1.CN(C)C=O>[Cl:1][C:2]1[CH:31]=[CH:30][C:5]([CH2:6][NH:7][C:8]([C:10]2[C:19](=[O:20])[C:18]3[C:13](=[C:14]([C:41]#[C:40][CH2:39][CH:38]([OH:42])[CH3:37])[CH:15]=[C:16]([CH2:21][N:22]4[CH2:27][CH2:26][O:25][CH2:24][CH2:23]4)[CH:17]=3)[N:12]([CH3:29])[CH:11]=2)=[O:9])=[CH:4][CH:3]=1 |^1:47,66|. Reported procedure: A flame-dried flask under an atmosphere of nitrogen gas containing N-(4-chlorobenzyl)-8-iodo-1-methyl-6-(morpholin-4-ylmethyl)-4-oxo-1,4-dihydroquinoline-3-carboxamide (Preparation # 15) (0.55 g) is treated with copper (I) iodide (0.02 g) and dichlorobis(triphenylphosphine)palladium (II) (0.07 g). The solids are treated with dimethylformamide (DMF) (6 mL) and diethylamine (6 mL). The resulting suspension is treated with 4-pentyn-2-ol (0.2 mL) and stirred for 4 days. The reaction is concentrated ... Reaction SMILES: CO[C:3]1[CH:4]=[C:5]2[C:9](=[CH:10][CH:11]=1)[N:8](CC1C=CC=CC=1)[C:7](C)=[C:6]2[CH2:20][C:21]([NH:23][NH2:24])=[O:22].[CH2:25]([O:27][C:28](=O)[CH2:29]C1C2C(=CC=C(OC)C=2)N(CC2C=CC=CC=2)C=1C)[CH3:26].NN>CO>[NH:8]1[C:9]2[C:5](=[CH:4][CH:3]=[CH:11][CH:10]=2)[C:6]([CH2:20][C:21]([NH:23][NH2:24])=[O:22])=[CH:7]1.[CH3:26][CH2:25][O:27][CH2:28][CH3:29]. Procedure details: 5-Methoxy-2-methyl-1-(phenylmethyl)-1H-indole-3-acetic acid hydrazide. A solution of 1.0 g (2.96 mmol) of 5-methoxy-2-methyl-1-(phenylmethyl)-1H-indole-3-acetic acid ethyl ester and 5 mL of hydrazine in 50 mL of MeOH was reacted as described in Example 3, Part C, to give by trituration with ether 920 mg (96% yield) of 5-methoxy-2-methyl-1-phenylmethyl)-1H-indole-3-acetic acid hydrazide, mp, 161-162° C. Run in CO (MeOH). The product is N1C=C(C2=CC=CC=C12)CC(=O)NN (1H-indole-3-acetic acid hydrazide), CCOCC (ether). Starting materials: COC=1C=C2C(=C(N(C2=CC1)CC1=CC=CC=C1)C)CC(=O)NN (5-Methoxy-2-methyl-1-(phenylmethyl)-1H-indole-3-acetic acid hydrazide), C(C)OC(CC1=C(N(C2=CC=C(C=C12)OC)CC1=CC=CC=C1)C)=O (5-methoxy-2-methyl-1-(phenylmethyl)-1H-indole-3-acetic acid ethyl ester), NN (hydrazine). Isolated yield 96.0%.